Dataset: the Open Reaction Database (ORD), a public repository of structured organic reaction records. Task: describe an organic reaction: reactants, conditions, products, and yield Reactants: c1ccc2c(c1)CCN2, Nc1nccc(Cl)n1, C1COCCO1. Product: Nc1nccc(N2CCc3ccccc32)n1. Reaction SMILES: [CH2:9]1[CH2:10][c:11]2[cH:12][cH:13][cH:14][cH:15][c:16]2[NH:17]1.[NH2:1][c:2]1[n:3][cH:4][cH:5][c:6]([Cl:8])[n:7]1.[O:18]1[CH2:19][CH2:20][O:21][CH2:22][CH2:23]1>>[NH2:1][c:2]1[n:3][cH:4][cH:5][c:6]([N:17]2[CH2:9][CH2:10][c:11]3[cH:12][cH:13][cH:14][cH:15][c:16]32)[n:7]1. The reactants are S(=O)(Cl)Cl (thionyl chloride), C1(CCCCC1)C(O)C=1SC2=C(C1)C=C(C=C2)C(F)(F)F (cyclohexyl[5-(trifluoromethyl)-1-benzothiophen-2-yl]methanol), C(O)([O-])=O.[Na+] (sodium hydrogen carbonate). Run in C1(=CC=CC=C1)C (toluene). Run at temperature 100 celsius, time 1 hour. Yields the product ClC(C=1SC2=C(C1)C=C(C=C2)C(F)(F)F)C2CCCCC2 (2-[chloro(cyclohexyl)methyl]-5-(trifluoromethyl)-1-benzothiophene). Yield: 89.0%. As a reaction SMILES: [CH:1]1([CH:7]([C:9]2[S:10][C:11]3[CH:17]=[CH:16][C:15]([C:18]([F:21])([F:20])[F:19])=[CH:14][C:12]=3[CH:13]=2)O)[CH2:6][CH2:5][CH2:4][CH2:3][CH2:2]1.S(Cl)([Cl:24])=O.C(=O)([O-])O.[Na+]>C1(C)C=CC=CC=1>[Cl:24][CH:7]([CH:1]1[CH2:6][CH2:5][CH2:4][CH2:3][CH2:2]1)[C:9]1[S:10][C:11]2[CH:17]=[CH:16][C:15]([C:18]([F:21])([F:20])[F:19])=[CH:14][C:12]=2[CH:13]=1 |f:2.3|. Procedure: To a solution of cyclohexyl[5-(trifluoromethyl)-1-benzothiophen-2-yl]methanol (860 mg) synthesized above in toluene (20 mL) was added thionyl chloride (239 μL), and the mixture was stirred at 100° C. for 1 hr. The reaction mixture was poured into ice-cooled saturated aqueous sodium hydrogen carbonate solution, and the mixture was extracted with ethyl acetate. The extract was washed with saturated brine, dried over magnesium sulfate, and concentrated under reduced pressure to give the title objec... Reactants: Ar—H, C(C)C1=CC(=NO1)C1=NN=C2N1N=C(C1=CC=CC=C21)OCC2=NC=CC=C2 (3-(5-Ethylisoxazol-3-yl)-6-(2-pyridyl)methyloxy-1,2,4-triazolo[3,4-a]phthalazine), N1=C(C=CC=C1)CO (2-pyridylcarbinol), Ar—H. Product: CC=1C(=NOC1C)C1=NN=C2N1N=C(C1=CC=CC=C21)OCC2=NC=CC=C2 (3-(4,5-Dimethylisoxazol-3-yl)-6-(2-pyridyl)methyloxy-1,2,4-triazolo[3,4-a]phthalazine). As a reaction SMILES: [CH2:1]([C:3]1[O:7][N:6]=[C:5]([C:8]2[N:12]3[N:13]=[C:14]([O:21][CH2:22][C:23]4[CH:28]=[CH:27][CH:26]=[CH:25][N:24]=4)[C:15]4[C:20]([C:11]3=[N:10][N:9]=2)=[CH:19][CH:18]=[CH:17][CH:16]=4)[CH:4]=1)[CH3:2].N1C=CC=CC=1CO>>[CH3:2][C:1]1[C:5]([C:8]2[N:12]3[N:13]=[C:14]([O:21][CH2:22][C:23]4[CH:28]=[CH:27][CH:26]=[CH:25][N:24]=4)[C:15]4[C:20]([C:11]3=[N:10][N:9]=2)=[CH:19][CH:18]=[CH:17][CH:16]=4)=[N:6][O:7][C:3]=1[CH3:4]. Procedure: The title-compound was prepared from 6-chloro-3-(4,5-dimethylisoxazol-3-yl)-1,2,4-triazolo[3,4-a]phthalazine prepared in Example 32 part a and 2-pyridylcarbinol using the procedure given for Example 1, 1H NMR (360 MHz, CDCl3) δ 2.30 (3H, s, Me), 2.49 (3H, s, Me), 5.73 (2H, s, CH2O), 7.29 (1H, m, Ar—H), 7.70-7.83 (3H, m, 3 of Ar—H), 7.96 (1H, m, Ar—H), 8.31 (1H, d, J=8.3 Hz, Ar—H, 8.64-8.70 (2H, m, 2 of Ar—H); MS (ES+) m/e 373 [MH]+; Anal. Found C, 64.38; H, 4.05; N,22.60. C20H16N6O2 requires C, ... Starting materials: C(C)(C)(C)O[C@H](CO)C=1C(=C2C=CC(=NC2=CC1C)CN(C)C)C1=CC=C(C=C1)Cl ((S)-2-tert-butoxy-2-(5-(4-chlorophenyl)-2-((dimethylamino)methyl)-7-methylquinolin-6-yl)ethanol), C(C(C)(C)C)(=O)OC[C@H](C=1C(=C2C=CC(=NC2=CC1C)CN1CCCCC1)C1=CC=C(C=C1)Cl)OC(C)(C)C ((S)-2-tert-butoxy-2-(5-(4-chlorophenyl)-7-methyl-2-(piperidin-1-ylmethyl)quinolin-6-yl)ethyl pivalate). Product: C(C)(C)(C)O[C@H](CO)C=1C(=C2C=CC(=NC2=CC1C)CN1CCCCC1)C1=CC=C(C=C1)Cl ((S)-2-tert-butoxy-2-(5-(4-chlorophenyl)-7-methyl-2-(piperidin-1-ylmethyl)quinolin-6-yl)ethanol). As a reaction SMILES: C(O[C@@H](C1C(C2C=CC(Cl)=CC=2)=C2C(=CC=1C)N=C(CN(C)C)C=C2)CO)(C)(C)C.C([O:37][CH2:38][C@@H:39]([O:65][C:66]([CH3:69])([CH3:68])[CH3:67])[C:40]1[C:41]([C:58]2[CH:63]=[CH:62][C:61]([Cl:64])=[CH:60][CH:59]=2)=[C:42]2[C:47](=[CH:48][C:49]=1[CH3:50])[N:46]=[C:45]([CH2:51][N:52]1[CH2:57][CH2:56][CH2:55][CH2:54][CH2:53]1)[CH:44]=[CH:43]2)(=O)C(C)(C)C>>[C:66]([O:65][C@@H:39]([C:40]1[C:41]([C:58]2[CH:59]=[CH:60][C:61]([Cl:64])=[CH:62][CH:63]=2)=[C:42]2[C:47](=[CH:48][C:49]=1[CH3:50])[N:46]=[C:45]([CH2:51][N:52]1[CH2:53][CH2:54][CH2:55][CH2:56][CH2:57]1)[CH:44]=[CH:43]2)[CH2:38][OH:37])([CH3:69])([CH3:67])[CH3:68]. Reported procedure: (S)-2-tert-butoxy-2-(5-(4-chlorophenyl)-7-methyl-2-(piperidin-1-ylmethyl)quinolin-6-yl)ethanol was prepared following the procedure used to prepare compound (S)-2-tert-butoxy-2-(5-(4-chlorophenyl)-2-((dimethylamino)methyl)-7-methylquinolin-6-yl)ethanol of Example 9, except that (S)-2-tert-butoxy-2-(5-(4-chlorophenyl)-7-methyl-2-(piperidin-1-ylmethyl)quinolin-6-yl)ethyl pivalate was used instead of (S)-2-tert-butoxy-2-(5-(4-chlorophenyl)-2-((dimethylamino)methyl)-7-methylquinolin-6-yl)ethyl pival...